This data is from the Open Reaction Database (ORD), a public repository of structured organic reaction records. The task is: describe an organic reaction: reactants, conditions, products, and yield Procedure details: To a solution of 2-(4-methoxycarbonylbenzamido)-4′-methoxyacetophenone (4.0 g) in tetrahydrofuran (80 ml) was added phosphorus pentasulfide (3.53 g), and refluxed for 2.5 hours. The reaction mixture was additionally added phosphorus pentasulfide (1.0 g), and refluxed for 1 hour. The reaction mixture was filtered, and the filtrate was cooled, and poured into water (1200 ml), and stirred for 1 hour. The resulting precipitate was collected by filtration. The solids were slurried in acetonitrile, an... Product: COC1=CC=C(C=C1)C1=CN=C(S1)C1=CC=C(C(=O)OC)C=C1 (methyl 4-[5-(4-methoxyphenyl)thiazol-2-yl]benzoate). As a reaction SMILES: [CH3:1][O:2][C:3]([C:5]1[CH:24]=[CH:23][C:8]([C:9]([NH:11][CH2:12][C:13]([C:15]2[CH:20]=[CH:19][C:18]([O:21][CH3:22])=[CH:17][CH:16]=2)=O)=O)=[CH:7][CH:6]=1)=[O:4].P12(SP3(SP(SP(S3)(S1)=S)(=S)S2)=S)=[S:26]>O1CCCC1>[CH3:22][O:21][C:18]1[CH:19]=[CH:20][C:15]([C:13]2[S:26][C:9]([C:8]3[CH:23]=[CH:24][C:5]([C:3]([O:2][CH3:1])=[O:4])=[CH:6][CH:7]=3)=[N:11][CH:12]=2)=[CH:16][CH:17]=1. Reaction conditions: time 1 hour. Yield: 126.2%. Run in O1CCCC1 (tetrahydrofuran). Reactants: COC(=O)C1=CC=C(C(=O)NCC(=O)C2=CC=C(C=C2)OC)C=C1 (2-(4-methoxycarbonylbenzamido)-4′-methoxyacetophenone), P12(=S)SP3(=S)SP(=S)(S1)SP(=S)(S2)S3 (phosphorus pentasulfide), P12(=S)SP3(=S)SP(=S)(S1)SP(=S)(S2)S3 (phosphorus pentasulfide). The reactants are CC(CC1(CCNC(O1)=O)C1=CC=CC=C1)=C (6-(2-methylallyl)-6-phenyl-1,3-oxazinan-2-one), ClCCl (dichloromethane), ClC1=CC(=CC=C1)C(=O)OO (3-chloroperbenzoic acid). Run in C(C)(C)(C)OC (methyl tert-butyl ether). Reaction conditions: temperature 22.5 celsius, time 1 hour. Product: CC1(OC1)CC1(CCNC(O1)=O)C1=CC=CC=C1 (6-((2-methyloxiran-2-yl)methyl)-6-phenyl-1,3-oxazinan-2-one). As a reaction SMILES: [CH3:1][C:2](=[CH2:17])[CH2:3][C:4]1([C:11]2[CH:16]=[CH:15][CH:14]=[CH:13][CH:12]=2)[O:9][C:8](=[O:10])[NH:7][CH2:6][CH2:5]1.ClCCl.ClC1C=CC=C(C(OO)=[O:29])C=1>C(OC)(C)(C)C>[CH3:17][C:2]1([CH2:3][C:4]2([C:11]3[CH:16]=[CH:15][CH:14]=[CH:13][CH:12]=3)[O:9][C:8](=[O:10])[NH:7][CH2:6][CH2:5]2)[CH2:1][O:29]1. Procedure: To a 1.0 L 2-neck RBF was charged (R)-3-(S)-1-(4-bromophenyl)ethyl)-6-(2-methylallyl)-6-phenyl-1,3-oxazinan-2-one (135.8 g, 59 wt %, 3.1:1 dr, 193 mmol, 1.00 equiv), dichloromethane (700 mL), and then 3-chloroperbenzoic acid (m-CPBA, 70%, 95.3 g, 386 mmol, 2.0 equiv). The resulting solution was agitated at rt (Tint=20-25° C.) for 1 h, which HPLC analysis indicates >99 A % (220 nm) conversion. The resulting solution was diluted with 700 mL of methyl tert-butyl ether (MTBE) and washed with 1×500 m...